Task: describe an organic reaction: reactants, conditions, products, and yield. Dataset: the Open Reaction Database (ORD), a public repository of structured organic reaction records The reactants are CN1C(=CC=C1)CC(=O)OCC (ethyl N-methylpyrrole-2-acetate), ClC1=CC=C(C(=O)Cl)C=C1 (p-chlorobenzoyl chloride), [Cl-].[Al+3].[Cl-].[Cl-] (aluminum chloride). Run in C(=S)=S (carbon disulfide). Reaction conditions: time 20 minute. Yields the product ClC1=CC=C(C(=O)C2=CC=C(N2C)CC(=O)OCC)C=C1 (Ethyl 5-(p-chlorobenzoyl)-1-methylpyrrole-2-acetate). The yield is 15.7%. As a reaction SMILES: [CH3:1][N:2]1[CH:6]=[CH:5][CH:4]=[C:3]1[CH2:7][C:8]([O:10][CH2:11][CH3:12])=[O:9].[Cl:13][C:14]1[CH:22]=[CH:21][C:17]([C:18](Cl)=[O:19])=[CH:16][CH:15]=1.[Cl-].[Al+3].[Cl-].[Cl-]>C(=S)=S>[Cl:13][C:14]1[CH:22]=[CH:21][C:17]([C:18]([C:6]2[N:2]([CH3:1])[C:3]([CH2:7][C:8]([O:10][CH2:11][CH3:12])=[O:9])=[CH:4][CH:5]=2)=[O:19])=[CH:16][CH:15]=1 |f:2.3.4.5|. Reported procedure: To a solution of (22.0 g. (0.131 mole) of ethyl N-methylpyrrole-2-acetate and 24.5 g. (0.14 mole) of p-chlorobenzoyl chloride in 120 ml. of carbon disulfide is added 35.0 g. (0.262 mole) of anhydrous aluminum chloride over a period of 20 minutes with intermittant cooling to keep the temperature at 25° C. The mixture is stirred for an additional 20 minutes. The carbon disulfide solvent is then decanted and discarded. The red gummy residue is washed with hexane and dilute hydrochloric acid and ice... Reactants: CC=1N=C(SC1C(=O)OCC)N1C(N(CC1)C1=CC=CC=C1)=O (ethyl 4-methyl-2-(2-oxo-3-phenylimidazolidin-1-yl)thiazole-5-carboxylate), C(C)(=O)C1=C(N=C(S1)N1C(N(CC1)CC=1C=C(C(=O)OC)C=CC1)=O)C (methyl 3-((3-(5-acetyl-4-methylthiazol-2-yl)-2-oxoimidazolidin-1-yl)methyl)benzoate). The product is C(C)(=O)C1=C(N=C(S1)N1C(N(CC1)CC=1C=C(C(=O)O)C=CC1)=O)C (3-((3-(5-acetyl-4-methylthiazol-2-yl)-2-oxoimidazolidin-1-yl)methyl)benzoic acid). The yield is 89.0%. RXN SMILES: CC1N=C(N2CCN(C3C=CC=CC=3)C2=O)SC=1C(OCC)=O.[C:24]([C:27]1[S:31][C:30]([N:32]2[CH2:36][CH2:35][N:34]([CH2:37][C:38]3[CH:39]=[C:40]([CH:45]=[CH:46][CH:47]=3)[C:41]([O:43]C)=[O:42])[C:33]2=[O:48])=[N:29][C:28]=1[CH3:49])(=[O:26])[CH3:25]>>[C:24]([C:27]1[S:31][C:30]([N:32]2[CH2:36][CH2:35][N:34]([CH2:37][C:38]3[CH:39]=[C:40]([CH:45]=[CH:46][CH:47]=3)[C:41]([OH:43])=[O:42])[C:33]2=[O:48])=[N:29][C:28]=1[CH3:49])(=[O:26])[CH3:25]. Procedure details: Following the procedure as described in Example 6, making variations as required to replace ethyl 4-methyl-2-(2-oxo-3-phenylimidazolidin-1-yl)thiazole-5-carboxylate with methyl 3-((3-(5-acetyl-4-methylthiazol-2-yl)-2-oxoimidazolidin-1-yl)methyl)benzoate, the title compound was obtained as a white solid in 89% yield: MS (ES+) m/z 360.1 (M+1). The reactants are C, CO, COc1ccc(CN2C(=O)C(Cl)C2C2COC(C)(C)O2)c(OC)c1, [K+], [OH-], [Pd]. Yields the product COc1ccc(CN2C(=O)CC2C2COC(C)(C)O2)c(OC)c1. Reaction SMILES: [C:29].[CH3:27][OH:28].[Cl:1][CH:2]1[C:3](=[O:24])[N:4]([CH2:13][c:14]2[c:15]([O:22][CH3:23])[cH:16][c:17]([O:20][CH3:21])[cH:18][cH:19]2)[CH:5]1[CH:6]1[O:7][C:8]([CH3:11])([CH3:12])[O:9][CH2:10]1.[K+:26].[OH-:25].[Pd:30]>>[CH2:2]1[C:3](=[O:24])[N:4]([CH2:13][c:14]2[c:15]([O:22][CH3:23])[cH:16][c:17]([O:20][CH3:21])[cH:18][cH:19]2)[CH:5]1[CH:6]1[O:7][C:8]([CH3:11])([CH3:12])[O:9][CH2:10]1. Reactants: NC1=NC(=C2N=CN(C2=N1)[C@H]1C=C[C@H](C1)CO)Cl ((±)-cis-4-(2-Amino-6-chloro-9H-purin-9-yl)-2-cyclopentene-1-methanol), C1CC(CC1CO)N (3-aminocyclopentyl-1-methanol), [OH-].[Na+] (NaOH). Run in C(C)O (ethanol), C(C)N(CC)CC (triethylamine), C(C)N(CC)CC (triethylamine). Yields the product NC1=NC(=C2N=CN(C2=N1)[C@H]1C=C[C@H](C1)CO)N[C@@H]1C[C@@H](CC1)CO ((±)-cis-4-[2-Amino-6-[[cis-3-(hydroxymethyl)-1-cyclopentyl]amino]-9H-purin-9-yl]-2-cyclopentene-1-methanol). RXN SMILES: [NH2:1][C:2]1[N:10]=[C:9]2[C:5]([N:6]=[CH:7][N:8]2[C@@H:11]2[CH2:15][C@H:14]([CH2:16][OH:17])[CH:13]=[CH:12]2)=[C:4](Cl)[N:3]=1.[CH2:19]1[CH:23]([CH2:24][OH:25])[CH2:22][CH:21]([NH2:26])[CH2:20]1.[OH-].[Na+]>C(N(CC)CC)C.C(O)C>[NH2:1][C:2]1[N:10]=[C:9]2[C:5]([N:6]=[CH:7][N:8]2[C@@H:11]2[CH2:15][C@H:14]([CH2:16][OH:17])[CH:13]=[CH:12]2)=[C:4]([NH:26][C@H:21]2[CH2:20][CH2:19][C@@H:23]([CH2:24][OH:25])[CH2:22]2)[N:3]=1 |f:2.3|. Procedure: A solution of (±)-cis-4-(2-Amino-6-chloro-9H-purin-9-yl)-2-cyclopentene-1-methanol (530 mg, 2.00 mmol) from Example 4, 3-aminocyclopentyl-1-methanol (276 mg, 24 mmol), triethylamine (1.12 g, 10.98 mmol), and ethanol (20 mL) was stirred at reflux for 5 hours. An additional amount of triethylamine (1.17 g) was then added and the solution was refluxed for 8 additional hours. The solution was allowed to cool to room temperature and 2 mL of 1 N NaOH was added. The solution was concentrated and the re... The reactants are C(C)(C)(C)ON=C(CBr)C1=NC=C(C=C1Cl)Cl (2-bromo-1-(3,5-dichloropyridin-2-yl)ethanone-O-(tert-butyl)oxime), C1(C=2C(C(N1)=O)=CC=CC2)=O.[K] (potassium phthalimide), O (water). Solvent: CN(C=O)C (N,N-dimethylformamide). Reaction conditions: time 5 hour. The product is ClC=1C(=NC=C(C1)Cl)C(CN1C(C=2C(C1=O)=CC=CC2)=O)=NOC(C)(C)C (N-[2-(3,5-dichloropyridin-2-yl)-2-(tert-butoxyimino)ethyl]phthalimide). The yield is 96.9%. Reaction SMILES: [C:1]([O:5][N:6]=[C:7]([C:10]1[C:15]([Cl:16])=[CH:14][C:13]([Cl:17])=[CH:12][N:11]=1)[CH2:8]Br)([CH3:4])([CH3:3])[CH3:2].[C:18]1(=[O:28])[NH:22][C:21](=[O:23])[C:20]2=[CH:24][CH:25]=[CH:26][CH:27]=[C:19]12.[K].O>CN(C)C=O>[Cl:16][C:15]1[C:10]([C:7](=[N:6][O:5][C:1]([CH3:4])([CH3:3])[CH3:2])[CH2:8][N:22]2[C:21](=[O:23])[C:20]3=[CH:24][CH:25]=[CH:26][CH:27]=[C:19]3[C:18]2=[O:28])=[N:11][CH:12]=[C:13]([Cl:17])[CH:14]=1 |f:1.2,^1:28|. Reported procedure: To 140 mg of 2-bromo-1-(3,5-dichloropyridin-2-yl)ethanone-O-(tert-butyl)oxime in 2 ml of N,N-dimethylformamide, 91 mg of potassium phthalimide was added, and the mixture was stirred at room temperature for 5 hours. After completion of the reaction, the reaction mixture was mixed with 10 ml of water and extracted with ethyl acetate (15 ml×1), the resulting organic layer was washed with water (10 ml×1) and dried over saturated aqueous sodium chloride and then anhydrous sodium sulfate, and the solv... RXN SMILES: [Br:18][N:19]1[C:20](=[O:21])[CH2:22][CH2:23][C:24]1=[O:25].[CH2:1]([CH2:2][CH2:3][CH2:4][CH2:5][CH2:6][CH2:7][CH2:8][CH2:9][CH2:10][CH2:11][CH3:12])[c:13]1[s:14][cH:15][cH:16][cH:17]1.[O:26]=[CH:27][N:28]([CH3:29])[CH3:30]>>[CH2:1]([CH2:2][CH2:3][CH2:4][CH2:5][CH2:6][CH2:7][CH2:8][CH2:9][CH2:10][CH2:11][CH3:12])[c:13]1[s:14][c:15]([Br:18])[cH:16][cH:17]1. The reactants are O=C1CCC(=O)N1Br, CCCCCCCCCCCCc1cccs1, CN(C)C=O. Product: CCCCCCCCCCCCc1ccc(Br)s1. Starting materials: BrC1=CC2=CC(=CC=C2C=C1)Br (2,7-dibromonaphthalene), Cl (hydrochloric acid), C(CCC)[Li] (n-butyllithium), B(OC)(OC)OC (trimethyl borate). The solvent is CCCCCC (hexane), O1CCCC1 (tetrahydrofuran). Conditions: temperature -78 celsius, time 20 minute. The product is BrC1=CC=C2C=CC(=CC2=C1)B(O)O (7-bromonaphthalene-2-boronic acid). Isolated yield 75.0%. RXN SMILES: [Br:1][C:2]1[CH:11]=[CH:10][C:9]2[C:4](=[CH:5][C:6](Br)=[CH:7][CH:8]=2)[CH:3]=1.C([Li])CCC.[B:18](OC)([O:21]C)[O:19]C.Cl>CCCCCC.O1CCCC1>[Br:1][C:2]1[CH:3]=[C:4]2[C:9]([CH:8]=[CH:7][C:6]([B:18]([OH:21])[OH:19])=[CH:5]2)=[CH:10][CH:11]=1. Procedure: First, 3.0 g of 2,7-dibromonaphthalene was placed into a 500-mL three-neck flask, and the air in the flask was replaced with nitrogen. To this compound was added 150 mL of tetrahydrofuran (THF), and this solution was stirred at −78° C. for 20 minutes. Then, 6.4 mL of a 1.7M hexane solution of n-butyllithium (n-BuLi) was dripped into this mixture solution, followed by stirring at −78° C. for 2 hours. After the predetermined time had elapsed, 2.4 mL of trimethyl borate was added to the mixture and... RXN SMILES: [C:1](#[N:2])[c:3]1[c:4](=[O:21])[nH:5][n:6][c:7](-[c:15]2[cH:16][cH:17][cH:18][cH:19][cH:20]2)[c:8]1-[c:9]1[cH:10][cH:11][cH:12][cH:13][cH:14]1.[CH2:22]([CH3:23])[S:24](=[O:25])(=[O:26])[CH:27]=[CH2:28].[cH:29]1[cH:30][cH:31][n:32][cH:33][cH:34]1>>[C:1](#[N:2])[c:3]1[c:4](=[O:21])[n:5]([CH2:28][CH2:27][S:24]([CH2:22][CH3:23])(=[O:25])=[O:26])[n:6][c:7](-[c:15]2[cH:16][cH:17][cH:18][cH:19][cH:20]2)[c:8]1-[c:9]1[cH:10][cH:11][cH:12][cH:13][cH:14]1. Yields the product CCS(=O)(=O)CCn1nc(-c2ccccc2)c(-c2ccccc2)c(C#N)c1=O. The reactants are N#Cc1c(-c2ccccc2)c(-c2ccccc2)n[nH]c1=O, C=CS(=O)(=O)CC, c1ccncc1. Starting materials: CN=C=S (methylisothiocyanate), N1(CCCCC1)CC=1C=C(OCCCNC(=O)NN)C=CC1 (N-[3-[3-(1-piperidinylmethyl) phenoxy]propyl]-hydrazine carboxamide). Run in C1CCOC1 (THF). Conditions: time 12 hour. The product is CNC(NNC(=O)NCCCOC1=CC(=CC=C1)CN1CCCCC1)=S (2-(Methylaminothioxomethyl)-N-[3-[3-(1-piperidinylmethyl)phenoxy]-propyl]-hydrazine carboxamide). Reaction SMILES: [CH3:1][N:2]=[C:3]=[S:4].[N:5]1([CH2:11][C:12]2[CH:13]=[C:14]([CH:24]=[CH:25][CH:26]=2)[O:15][CH2:16][CH2:17][CH2:18][NH:19][C:20]([NH:22][NH2:23])=[O:21])[CH2:10][CH2:9][CH2:8][CH2:7][CH2:6]1>C1COCC1>[CH3:1][NH:2][C:3](=[S:4])[NH:23][NH:22][C:20]([NH:19][CH2:18][CH2:17][CH2:16][O:15][C:14]1[CH:24]=[CH:25][CH:26]=[C:12]([CH2:11][N:5]2[CH2:6][CH2:7][CH2:8][CH2:9][CH2:10]2)[CH:13]=1)=[O:21]. Procedure details: 0.5 g (6.6 mmol) of methylisothiocyanate are added to 1.0 g (3.3 mmol) of N-[3-[3-(1-piperidinylmethyl) phenoxy]propyl]-hydrazine carboxamide in 20 ml of THF and the mixture is stirred at room temperature for 12 hours. The precipitate obtained is filtered off and recrystallised from ethanol. The analytical values are summarized in Table I. Starting materials: C(=O)(O)C1=CC=C(C=C1)N1N=C(C=C1C1=CC=C(C=C1)S(=O)(=O)C)C(F)(F)F (1-(4-carboxyphenyl)-5-[4-(methylsulfonyl)phenyl]-3-(trifluoromethyl)pyrazole), Cl (hydrogen chloride), C(C)O (ethanol). Yields the product C(C)OC(=O)C1=CC=C(C=C1)N1N=C(C=C1C1=CC=C(C=C1)S(=O)(=O)C)C(F)(F)F (1-[4-(ethoxycarbonyl)phenyl]-5-[4-(methylsulfonyl)phenyl]-3-(trifluoromethyl)pyrazole). RXN SMILES: [C:1]([C:4]1[CH:9]=[CH:8][C:7]([N:10]2[C:14]([C:15]3[CH:20]=[CH:19][C:18]([S:21]([CH3:24])(=[O:23])=[O:22])=[CH:17][CH:16]=3)=[CH:13][C:12]([C:25]([F:28])([F:27])[F:26])=[N:11]2)=[CH:6][CH:5]=1)([OH:3])=[O:2].Cl.[CH2:30](O)[CH3:31]>>[CH2:30]([O:2][C:1]([C:4]1[CH:5]=[CH:6][C:7]([N:10]2[C:14]([C:15]3[CH:16]=[CH:17][C:18]([S:21]([CH3:24])(=[O:22])=[O:23])=[CH:19][CH:20]=3)=[CH:13][C:12]([C:25]([F:28])([F:27])[F:26])=[N:11]2)=[CH:8][CH:9]=1)=[O:3])[CH3:31]. Procedure details: A mixture of 1-(4-carboxyphenyl)-5-[4-(methylsulfonyl)phenyl]-3-(trifluoromethyl)pyrazole (2.2 g) and hydrogen chloride in ethanol (50 ml) was refluxed for 6 hours. The solvent was evaporated and the residue was recrystallized from ethanol to give crystals of 1-[4-(ethoxycarbonyl)phenyl]-5-[4-(methylsulfonyl)phenyl]-3-(trifluoromethyl)pyrazole (2.3 g).